This data is from the Open Reaction Database (ORD), a public repository of structured organic reaction records. The task is: describe an organic reaction: reactants, conditions, products, and yield The reactants are Intermediate 63, FC1=C(C(=CC=C1)F)CC#N ((2,6-difluoro-phenyl)-acetonitrile), COC(C(CC1CCCC1)Br)=O (2-bromo-3-cyclopentyl-propionic acid methyl ester), ClC=1C(N(N=CC1Cl)C1OCCCC1)=O (4,5-dichloro-2-(tetrahydropyran-2-yl)-2H-pyridazin-3-one), ClC=1C(N(N=CC1Cl)C1OCCCC1)=O (4,5-dichloro-2-(tetrahydropyran-2-yl)-2H-pyridazin-3-one), COC(C(CC1CCCC1)Br)=O (2-bromo-3-cyclopentyl-propionic acid methyl ester). Yields the product C1(CCCC1)CC(C(=O)O)N1N=CC(=CC1=O)CC1=C(C=CC=C1F)F (3-cyclopentyl-2-[4-(2,6-difluoro-benzyl)-6-oxo-6H-pyridazin-1-yl]-propionic acid). Isolated yield 88.0%. Reaction SMILES: Cl[C:2]1[C:3](=[O:15])[N:4](C2CCCCO2)[N:5]=[CH:6]C=1Cl.[F:16][C:17]1[CH:22]=[CH:21][CH:20]=[C:19]([F:23])[C:18]=1[CH2:24][C:25]#N.C[O:28][C:29](=[O:38])[CH:30](Br)[CH2:31][CH:32]1[CH2:36][CH2:35][CH2:34][CH2:33]1>>[CH:32]1([CH2:31][CH:30]([N:4]2[C:3](=[O:15])[CH:2]=[C:25]([CH2:24][C:18]3[C:19]([F:23])=[CH:20][CH:21]=[CH:22][C:17]=3[F:16])[CH:6]=[N:5]2)[C:29]([OH:28])=[O:38])[CH2:36][CH2:35][CH2:34][CH2:33]1. Procedure details: In an analogous manner to the stepwise sequence outlined in Intermediate 63, starting from 4,5-dichloro-2-(tetrahydro-pyran-2-yl)-2H-pyridazin-3-one (Intermediate 20) and (2,6-difluoro-phenyl)-acetonitrile and alkylating with 2-bromo-3-cyclopentyl-propionic acid methyl ester (Intermediate 10) afforded 3-cyclopentyl-2-[4-(2,6-difluoro-benzyl)-6-oxo-6H-pyridazin-1-yl]-propionic acid (175 mg, 88% for Step 5) as an off-white solid; ES+-HRMS m/e calcd for C20H21N2O3F3 [M+H+] 395.1577, found 395.1576.... Starting materials: IC=1N=CN(C1)C1=NC(=CC(=N1)C(F)(F)F)C1=CC(=CC=C1)C(F)(F)F (2-(4-iodo-imidazol-1-yl)-4-trifluoromethyl-6-(3-trifluoromethyl-phenyl)-pyrimidine), NC1=NC=C(C=C1)B1OC(C(O1)(C)C)(C)C (2-amino-5-(4,4,5,5-tetramethyl-1,3,2-dioxaborolan-2-yl)pyridine). Yields the product FC(C1=NC(=NC(=C1)C1=CC(=CC=C1)C(F)(F)F)N1C=NC(=C1)C=1C=CC(=NC1)N)(F)F (5-{1-[4-Trifluoromethyl-6-(3-trifluoromethyl-phenyl)-pyrimidin-2-yl]-1H-imidazol-4-yl}-pyridin-2-ylamine), solid. Isolated yield 34.0%. RXN SMILES: I[C:2]1[N:3]=[CH:4][N:5]([C:7]2[N:12]=[C:11]([C:13]([F:16])([F:15])[F:14])[CH:10]=[C:9]([C:17]3[CH:22]=[CH:21][CH:20]=[C:19]([C:23]([F:26])([F:25])[F:24])[CH:18]=3)[N:8]=2)[CH:6]=1.[NH2:27][C:28]1[CH:33]=[CH:32][C:31](B2OC(C)(C)C(C)(C)O2)=[CH:30][N:29]=1>>[F:14][C:13]([F:16])([F:15])[C:11]1[CH:10]=[C:9]([C:17]2[CH:22]=[CH:21][CH:20]=[C:19]([C:23]([F:26])([F:25])[F:24])[CH:18]=2)[N:8]=[C:7]([N:5]2[CH:6]=[C:2]([C:31]3[CH:32]=[CH:33][C:28]([NH2:27])=[N:29][CH:30]=3)[N:3]=[CH:4]2)[N:12]=1. Reported procedure: The title compound was prepared from 2-(4-iodo-imidazol-1-yl)-4-trifluoromethyl-6-(3-trifluoromethyl-phenyl)-pyrimidine (example E.16) (0.90 g, 1.86 mmol) and commercially available 2-amino-5-(4,4,5,5-tetramethyl-1,3,2-dioxaborolan-2-yl)pyridine (0.491 g, 2.23 mmol) according to the general procedure VI. Obtained as a yellow solid (0.290 g, 34%). MS (ISP) 451.1 [(M+H)+]; mp 262° C.